This data is from the Open Reaction Database (ORD), a public repository of structured organic reaction records. The task is: describe an organic reaction: reactants, conditions, products, and yield The reactants are CC(=O)c1c(O)cc(C)[nH]c1=O, C1CCNCC1, COC(=O)COc1cccc(C=O)c1, O, c1ccncc1. Yields the product COC(=O)COc1cccc(C=CC(=O)c2c(O)cc(C)[nH]c2=O)c1. As a reaction SMILES: [C:1]([CH3:2])(=[O:3])[c:4]1[c:5](=[O:12])[nH:6][c:7]([CH3:11])[cH:8][c:9]1[OH:10].[CH2:34]1[CH2:35][CH2:36][NH:37][CH2:38][CH2:39]1.[CH3:13][O:14][C:15](=[O:16])[CH2:17][O:18][c:19]1[cH:20][c:21]([CH:22]=[O:23])[cH:24][cH:25][cH:26]1.[OH2:27].[cH:28]1[cH:29][cH:30][n:31][cH:32][cH:33]1>>[C:1]([CH:2]=[CH:22][c:21]1[cH:20][c:19]([O:18][CH2:17][C:15]([O:14][CH3:13])=[O:16])[cH:26][cH:25][cH:24]1)(=[O:3])[c:4]1[c:5](=[O:12])[nH:6][c:7]([CH3:11])[cH:8][c:9]1[OH:10]. The reactants are COc1cc(C(Nc2ccc(C#N)cc2)C(=O)NCc2ccccc2)c([N+](=O)[O-])cc1OCc1ccccc1, CCOC(C)=O, CCO. Yields the product COc1cc(C(Nc2ccc(C#N)cc2)C(=O)NCc2ccccc2)c(N)cc1OCc1ccccc1. RXN SMILES: [CH2:1]([c:2]1[cH:3][cH:4][cH:5][cH:6][cH:7]1)[NH:8][C:9]([CH:10]([NH:11][c:12]1[cH:13][cH:14][c:15]([C:18]#[N:19])[cH:16][cH:17]1)[c:20]1[c:21]([N+:36]([O-:37])=[O:38])[cH:22][c:23]([O:28][CH2:29][c:30]2[cH:31][cH:32][cH:33][cH:34][cH:35]2)[c:24]([O:26][CH3:27])[cH:25]1)=[O:39].[CH3:40][CH2:41][O:42][C:43]([CH3:44])=[O:45].[CH3:46][CH2:47][OH:48]>>[CH2:1]([c:2]1[cH:3][cH:4][cH:5][cH:6][cH:7]1)[NH:8][C:9]([CH:10]([NH:11][c:12]1[cH:13][cH:14][c:15]([C:18]#[N:19])[cH:16][cH:17]1)[c:20]1[c:21]([NH2:36])[cH:22][c:23]([O:28][CH2:29][c:30]2[cH:31][cH:32][cH:33][cH:34][cH:35]2)[c:24]([O:26][CH3:27])[cH:25]1)=[O:39]. Reactants: ClC=1N=C(C2=C(N1)C=C(S2)CN2CCN(CC2)C(CO)=O)N2CCOCC2 (1-(4-((2-Chloro-4-morpholinothieno[3,2-d]pyrimidin-6-yl)methyl)piperazin-1-yl)-2-hydroxyethanone), C1(=CC=C(C=C1)S(=O)(=O)O)C (para-toluenesulfonic acid), O1CCCC=C1 (3,4-dihydro-2H-pyran). Run in C(C)(=O)OCC (ethyl acetate). Yields the product ClC=1N=C(C2=C(N1)C=C(S2)CN2CCN(CC2)C(COC2OCCCC2)=O)N2CCOCC2 (1-(4-((2-chloro-4-morpholinothieno[3,2-d]pyrimidin-6-yl)methyl)piperazin-1-yl)-2-(tetrahydro-2H-pyran-2-yloxy)ethanone). As a reaction SMILES: [Cl:1][C:2]1[N:3]=[C:4]([N:22]2[CH2:27][CH2:26][O:25][CH2:24][CH2:23]2)[C:5]2[S:10][C:9]([CH2:11][N:12]3[CH2:17][CH2:16][N:15]([C:18](=[O:21])[CH2:19][OH:20])[CH2:14][CH2:13]3)=[CH:8][C:6]=2[N:7]=1.C1(C)C=CC(S(O)(=O)=O)=CC=1.[O:39]1[CH:44]=[CH:43][CH2:42][CH2:41][CH2:40]1>C(OCC)(=O)C>[Cl:1][C:2]1[N:3]=[C:4]([N:22]2[CH2:27][CH2:26][O:25][CH2:24][CH2:23]2)[C:5]2[S:10][C:9]([CH2:11][N:12]3[CH2:13][CH2:14][N:15]([C:18](=[O:21])[CH2:19][O:20][CH:40]4[CH2:41][CH2:42][CH2:43][CH2:44][O:39]4)[CH2:16][CH2:17]3)=[CH:8][C:6]=2[N:7]=1. Procedure: 1-(4-((2-Chloro-4-morpholinothieno[3,2-d]pyrimidin-6-yl)methyl)piperazin-1-yl)-2-hydroxyethanone (730 mg) was reacted with 17 mg para-toluenesulfonic acid and 245 μL of 3,4-dihydro-2H-pyran in ethyl acetate overnight to yield 1-(4-((2-chloro-4-morpholinothieno[3,2-d]pyrimidin-6-yl)methyl)piperazin-1-yl)-2-(tetrahydro-2H-pyran-2-yloxy)ethanone. Starting materials: CCCCO, Cc1ccc(NC(=O)c2ccc(CN3CCN(C)CC3)cc2)cc1NC(=O)n1ccc2c(Cl)ncnc21, CC(=O)Cl, Nc1cccc(S(N)(=O)=O)c1. Yields the product Cc1ccc(NC(=O)c2ccc(CN3CCN(C)CC3)cc2)cc1NC(=O)n1ccc2c(Nc3cccc(S(N)(=O)=O)c3)ncnc21. RXN SMILES: [CH2:53]([OH:54])[CH2:55][CH2:56][CH3:57].[CH3:1][c:2]1[c:3]([NH:25][C:26](=[O:27])[n:28]2[cH:29][cH:30][c:31]3[c:32]2[n:33][cH:34][n:35][c:36]3[Cl:37])[cH:4][c:5]([NH:8][C:9]([c:10]2[cH:11][cH:12][c:13]([CH2:16][N:17]3[CH2:18][CH2:19][N:20]([CH3:23])[CH2:21][CH2:22]3)[cH:14][cH:15]2)=[O:24])[cH:6][cH:7]1.[CH3:38][C:39](=[O:40])[Cl:41].[NH2:42][c:43]1[cH:44][c:45]([S:49](=[O:50])(=[O:51])[NH2:52])[cH:46][cH:47][cH:48]1>>[CH3:1][c:2]1[c:3]([NH:25][C:26](=[O:27])[n:28]2[cH:29][cH:30][c:31]3[c:32]2[n:33][cH:34][n:35][c:36]3[NH:42][c:43]2[cH:44][c:45]([S:49](=[O:50])(=[O:51])[NH2:52])[cH:46][cH:47][cH:48]2)[cH:4][c:5]([NH:8][C:9]([c:10]2[cH:11][cH:12][c:13]([CH2:16][N:17]3[CH2:18][CH2:19][N:20]([CH3:23])[CH2:21][CH2:22]3)[cH:14][cH:15]2)=[O:24])[cH:6][cH:7]1. The reactants are NC(=O)N (aminoketone), C(CCCC)(=O)Cl (n-pentanoyl chloride), COC1=CC=C(OC2=CC=C(C=C2)C(C)=O)C=C1 (1-[4-(4-methoxyphenoxy)phenyl]ethan-1-one), N1C=NC=C1 (imidazole), BrC(=O)Br (bromo ketone), NC1=CC=C2CCN(CC2=C1)C(=O)OC(C)(C)C (7-amino-2-Boc-1,2,3,4-tetrahydroisoquinoline), amide. The product is Cl.C(CCC)C=1N(C=C(N1)C1=CC=C(C=C1)OC1=CC=C(C=C1)OC)C1=CC=C2CCNCC2=C1 (7-{2-butyl-4-[4-(4-methoxy-phenoxy)-phenyl]-imidazol-1-yl}-1,2,3,4-tetrahydro-isoquinoline hydrochloride). As a reaction SMILES: [CH3:1][O:2][C:3]1[CH:18]=[CH:17][C:6]([O:7][C:8]2[CH:13]=[CH:12][C:11]([C:14](=O)[CH3:15])=[CH:10][CH:9]=2)=[CH:5][CH:4]=1.BrC(Br)=O.[NH2:23][C:24]1[CH:33]=[C:32]2[C:27]([CH2:28][CH2:29][N:30](C(OC(C)(C)C)=O)[CH2:31]2)=[CH:26][CH:25]=1.N[C:42]([NH2:44])=O.[C:45]([Cl:51])(=O)[CH2:46][CH2:47][CH2:48]C.N1C=CN=C1>>[ClH:51].[CH2:45]([C:42]1[N:23]([C:24]2[CH:33]=[C:32]3[C:27]([CH2:28][CH2:29][NH:30][CH2:31]3)=[CH:26][CH:25]=2)[CH:15]=[C:14]([C:11]2[CH:12]=[CH:13][C:8]([O:7][C:6]3[CH:17]=[CH:18][C:3]([O:2][CH3:1])=[CH:4][CH:5]=3)=[CH:9][CH:10]=2)[N:44]=1)[CH2:46][CH2:47][CH3:48] |f:6.7|. Reported procedure: 1-[4-(4-methoxyphenoxy)phenyl]ethan-1-one (1 mmol) was brominated by General Procedure R1. The bromo ketone was condensed with 7-amino-2-Boc-1,2,3,4-tetrahydroisoquinoline following general procedure R2. The aminoketone intermediate was treated with n-pentanoyl chloride accoding to General Procedure R3. The product amide was then subjected to imidazole formation employing general procedure R4. The BOC group of the product was removed employing general procedure T1 to afford 7-{2-butyl-4-[4-(4-me... Starting materials: BrC=1C=CC=C2C(CC3(CCN(CC3)C(NC3C4CC5CC(CC3C5)C4)=O)C12)C(C(=O)OCC)(C)C ((±)-ethyl 2-(7-bromo-1′-((2-adamantyl)carbamoyl)-2,3-dihydrospiro[indene-1,4′-piperidine]-3-yl)-2-methylpropanoate), CC(C)C[AlH]CC(C)C (DIBAL-H). The solvent is C1(=CC=CC=C1)C (toluene). Run at time 30 minute. Product: BrC=1C=CC=C2C(CC3(CCN(CC3)C(=O)NC3C4CC5CC(CC3C5)C4)C12)C(C=O)(C)C ((±)-7-bromo-N-(2-adamantyl)-3-(2-methyl-1-oxopropan-2-yl)-2,3-dihydrospiro[indene-1,4′-piperidine]-1′-carboxamide). As a reaction SMILES: [Br:1][C:2]1[CH:3]=[CH:4][CH:5]=[C:6]2[C:28]=1[C:9]1([CH2:14][CH2:13][N:12]([C:15](=[O:27])[NH:16][CH:17]3[CH:24]4[CH2:25][CH:20]5[CH2:21][CH:22]([CH2:26][CH:18]3[CH2:19]5)[CH2:23]4)[CH2:11][CH2:10]1)[CH2:8][CH:7]2[C:29]([CH3:36])([CH3:35])[C:30](OCC)=[O:31].CC(C[AlH]CC(C)C)C>C1(C)C=CC=CC=1>[Br:1][C:2]1[CH:3]=[CH:4][CH:5]=[C:6]2[C:28]=1[C:9]1([CH2:10][CH2:11][N:12]([C:15]([NH:16][CH:17]3[CH:24]4[CH2:25][CH:20]5[CH2:21][CH:22]([CH2:26][CH:18]3[CH2:19]5)[CH2:23]4)=[O:27])[CH2:13][CH2:14]1)[CH2:8][CH:7]2[C:29]([CH3:36])([CH3:35])[CH:30]=[O:31]. Procedure: To a solution of (±)-ethyl 2-(7-bromo-1′-((2-adamantyl)carbamoyl)-2,3-dihydrospiro[indene-1,4′-piperidine]-3-yl)-2-methylpropanoate (100 mg, 0.18 mmol) in anhydrous toluene was added DIBAL-H (0.4 mL, 1 M) at −78° C. The mixture was stirred for 30 min and quenched with MeOH. The organic layer was separated, dried and concentrated to give crude (±)-7-bromo-N-(2-adamantyl)-3-(2-methyl-1-oxopropan-2-yl)-2,3-dihydrospiro[indene-1,4′-piperidine]-1′-carboxamide which was used for the next step without ... The reactants are NC1=CC=C(OC=2C(=CC(=C(C2)C23C(=O)NC(C2CCCC3)=O)F)Cl)C=C1 (1-[5-(4-aminophenoxy)-4-chloro-2-fluorophenyl]-3,4,5,6-tetrahydrophthalimide), O (water), C=1(C(=CC=CC1)C)C (xylene), O (water), S(O)(O)(=O)=O (sulfuric acid), N(=O)[O-].[Na+] (sodium nitrite). Reagents/catalysts: O.O.O.O.O.S(=O)(=O)([O-])[O-].[Cu+2] (copper (II) sulfate pentahydrate). Conditions: temperature 20 celsius. The product is ClC1=CC(=C(C=C1OC1=CC=C(C=C1)O)C12C(=O)NC(C1CCCC2)=O)F (1-[4-chloro-2-fluoro-5-(4-hydroxyphenoxy)phenyl]-2,3,4,5-tetrahydrophthalimide). Reaction SMILES: NC1C=CC(O[C:7]2[C:8]([Cl:25])=[CH:9][C:10]([F:24])=[C:11]([C:13]34[CH2:22][CH2:21][CH2:20][CH2:19][CH:18]3[C:17](=[O:23])[NH:16][C:14]4=[O:15])[CH:12]=2)=CC=1.S(=O)(=O)(O)O.N([O-])=[O:34].[Na+].[C:37]1(C)[C:38](C)=[CH:39][CH:40]=[CH:41][CH:42]=1.[OH2:45]>O.O.O.O.O.S([O-])([O-])(=O)=O.[Cu+2]>[Cl:25][C:8]1[C:7]([O:45][C:41]2[CH:42]=[CH:37][C:38]([OH:34])=[CH:39][CH:40]=2)=[CH:12][C:11]([C:13]23[CH2:22][CH2:21][CH2:20][CH2:19][CH:18]2[C:17](=[O:23])[NH:16][C:14]3=[O:15])=[C:10]([F:24])[CH:9]=1 |f:2.3,6.7.8.9.10.11.12|. Reported procedure: While maintaining a temperature of 20°-25° C., 1.7 g (0.0040 mole) of 1-[5-(4-aminophenoxy)-4-chloro-2-fluorophenyl]-3,4,5,6-tetrahydrophthalimide was added to 4.0 mL of stirred, concentrated sulfuric acid. To this was added a solution of 0.40 g (0.0055 mole) of sodium nitrite dissolved in 6 mL of water, while continuing to maintain a temperature of about 20° C. After complete addition, the mixture was stirred at 20° C. for 30 minutes. This mixture was added through a glass tube to the bottom of...